Dataset: the Open Reaction Database (ORD), a public repository of structured organic reaction records. Task: describe an organic reaction: reactants, conditions, products, and yield The reactants are ClCCCS(=O)(=O)N1CCC(CC1)C1=CNC2=C(C=C(C=C12)C1=CC=CC=C1)C(=O)N (3-{1-[(3-chloropropyl)sulfonyl]-4-piperidinyl}-5-phenyl-1H-indole-7-carboxamide), C[O-].[Na+] (NaOMe). The solvent is CO (MeOH). Yields the product COCCCS(=O)(=O)N1CCC(CC1)C1=CNC2=C(C=C(C=C12)C1=CC=CC=C1)C(=O)N (3-(1-{[3-(methyloxy)propyl]sulfonyl}-4-piperidinyl)-5-phenyl-1H-indole-7-carboxamide). The yield is 44.0%. Reaction SMILES: Cl[CH2:2][CH2:3][CH2:4][S:5]([N:8]1[CH2:13][CH2:12][CH:11]([C:14]2[C:22]3[C:17](=[C:18]([C:29]([NH2:31])=[O:30])[CH:19]=[C:20]([C:23]4[CH:28]=[CH:27][CH:26]=[CH:25][CH:24]=4)[CH:21]=3)[NH:16][CH:15]=2)[CH2:10][CH2:9]1)(=[O:7])=[O:6].[CH3:32][O-:33].[Na+]>CO>[CH3:32][O:33][CH2:2][CH2:3][CH2:4][S:5]([N:8]1[CH2:13][CH2:12][CH:11]([C:14]2[C:22]3[C:17](=[C:18]([C:29]([NH2:31])=[O:30])[CH:19]=[C:20]([C:23]4[CH:28]=[CH:27][CH:26]=[CH:25][CH:24]=4)[CH:21]=3)[NH:16][CH:15]=2)[CH2:10][CH2:9]1)(=[O:7])=[O:6] |f:1.2|. Procedure: The mixture of 3-{1-[(3-chloropropyl)sulfonyl]-4-piperidinyl}-5-phenyl-1H-indole-7-carboxamide (46.0 mg, 0.1 mmol), 0.1 M NaOMe (4 ml) in methanol (2 mL) was refluxed overnight. The reaction mixture was concentrated and purified by reverse phase HPLC (water/CH3CN, 0.1% TFA 10-90%) to give the title compound (20.0 mg, 44%).